From a dataset of the Open Reaction Database (ORD), a public repository of structured organic reaction records. describe an organic reaction: reactants, conditions, products, and yield Reactants: ClC1=CC=C(C=C1)C(CCCN1C=NC=C1)=O (1-(4-chlorophenyl)-4-(1-(1H)-imidazolyl)-1-butanone), Cl.Cl.NCCON (O-(2-aminoethyl)hydroxylamine dihydrochloride), N1=CC=CC=C1 (pyridine). Solvent: C(C)O (ethanol). Run at time 2 hour. The product is Cl.Cl.NCCON=C(CCCN1C=NC=C1)C1=CC=C(C=C1)Cl (1-(4-Chlorophenyl)-4-(1-(1H)-imidazolyl)-1-butanone O-(2-aminoethyl)oxime dihydrochloride). The yield is 77.4%. RXN SMILES: [Cl:1][C:2]1[CH:7]=[CH:6][C:5]([C:8](=O)[CH2:9][CH2:10][CH2:11][N:12]2[CH:16]=[CH:15][N:14]=[CH:13]2)=[CH:4][CH:3]=1.[ClH:18].Cl.[NH2:20][CH2:21][CH2:22][O:23][NH2:24].N1C=CC=CC=1>C(O)C>[ClH:1].[ClH:18].[NH2:20][CH2:21][CH2:22][O:23][N:24]=[C:8]([C:5]1[CH:6]=[CH:7][C:2]([Cl:1])=[CH:3][CH:4]=1)[CH2:9][CH2:10][CH2:11][N:12]1[CH:16]=[CH:15][N:14]=[CH:13]1 |f:1.2.3,6.7.8|. Procedure details: A mixture of 1-(4-chlorophenyl)-4-(1-(1H)-imidazolyl)-1-butanone (2.20 g), O-(2-aminoethyl)hydroxylamine dihydrochloride (1.58 g), 3 equivalents of pyridine, and absolute ethanol (75 ml) was heated under reflux, under nitrogen, with stirring, for two hrs. The reaction mixture was partitioned between 10% sodium hydroxide solution and ethyl acetate. The layers were separated and the aqueous phase extracted with ethyl acetate. The combined organic extracts were dried over anhydrous sodium sulfate, ... Isolated yield 48.4%. Run at time 4 hour. Procedure: (Diethylamino)sulphur trifluoride (2.75 mL, 20.84 mmol) was added to a solution of tert-butyl 2-hydroxy-2-methylcyclopentylcarbamate (2.243 g, 10.42 mmol, from Step 3) in dichloromethane (40 mL) at −78° C. under nitrogen. After 4 h at −78° C., the mixture was quenched with saturated sodium bicarbonate, allowed to warm to room temperature, and extracted with dichloromethane. The dichloromethane phase was concentrated and purified by silica gel chromatography, eluting with 0 to 50% ethyl acetate i... The solvent is ClCCl (dichloromethane). The reactants are C(C)N(CC)S(F)(F)F ((Diethylamino)sulphur trifluoride), OC1(C(CCC1)NC(OC(C)(C)C)=O)C (tert-butyl 2-hydroxy-2-methylcyclopentylcarbamate). As a reaction SMILES: C(N(S(F)(F)[F:7])CC)C.O[C:11]1([CH3:24])[CH2:15][CH2:14][CH2:13][CH:12]1[NH:16][C:17](=[O:23])[O:18][C:19]([CH3:22])([CH3:21])[CH3:20]>ClCCl>[F:7][C:11]1([CH3:24])[CH2:15][CH2:14][CH2:13][CH:12]1[NH:16][C:17](=[O:23])[O:18][C:19]([CH3:22])([CH3:21])[CH3:20]. Product: FC1(C(CCC1)NC(OC(C)(C)C)=O)C (tert-butyl 2-fluoro-2-methylcyclopentylcarbamate). The reactants are CN(C)C=O, [Cl-], ClC(Cn1ccnc1)c1ccccc1, [H-], [Na+], [Na+], COC(=O)c1ccc(S)cc1. The product is COC(=O)c1ccc(SC(Cn2ccnc2)c2ccccc2)cc1. RXN SMILES: [CH3:30][N:31]([CH3:32])[CH:33]=[O:34].[Cl-:29].[Cl:14][CH:15]([CH2:16][n:17]1[cH:18][n:19][cH:20][cH:21]1)[c:22]1[cH:23][cH:24][cH:25][cH:26][cH:27]1.[H-:12].[Na+:13].[Na+:28].[SH:1][c:2]1[cH:3][cH:4][c:5]([C:6](=[O:7])[O:8][CH3:9])[cH:10][cH:11]1>>[S:1]([c:2]1[cH:3][cH:4][c:5]([C:6](=[O:7])[O:8][CH3:9])[cH:10][cH:11]1)[CH:15]([CH2:16][n:17]1[cH:18][n:19][cH:20][cH:21]1)[c:22]1[cH:23][cH:24][cH:25][cH:26][cH:27]1. Reactants: C1=NC=CC2=CC(=CC=C12)C(CC#N)=O (3-(isoquinolin-6-yl)-3-oxopropanenitrile), C(C)(=O)[O-].[Na+] (sodium acetate), Cl.NO (hydroxylamine hydrochloride). Solvent: CCO (EtOH), O (water), CCOC(=O)C (EtOAc). Run at time 3 hour. Product: C1=NC=CC2=CC(=CC=C12)C1=NOC(=C1)N (3-(isoquinolin-6-yl)isoxazol-5-amine). Yield: 41.3%. Reaction SMILES: [CH:1]1[C:10]2[C:5](=[CH:6][C:7]([C:11](=O)[CH2:12][C:13]#[N:14])=[CH:8][CH:9]=2)[CH:4]=[CH:3][N:2]=1.C([O-])(=O)C.[Na+].Cl.[NH2:22][OH:23]>CCO.O.CCOC(C)=O>[CH:1]1[C:10]2[C:5](=[CH:6][C:7]([C:11]3[CH:12]=[C:13]([NH2:14])[O:23][N:22]=3)=[CH:8][CH:9]=2)[CH:4]=[CH:3][N:2]=1 |f:1.2,3.4|. Procedure details: To a solution of 3-(isoquinolin-6-yl)-3-oxopropanenitrile (2.1 g, 11 mmol) in 60 mL of EtOH was added sodium acetate (5.3 g, 64 mmol) and hydroxylamine hydrochloride (3.7 g, 54 mmol) in 60 mL of water. The mixture was heated to reflux. After 3 hours, the reaction mixture was cooled to room temperature and diluted with 300 mL of EtOAc. The mixture was transferred to a separatory funnel and washed three times with 50 mL of water and once with 50 mL of brine. The remaining liquid was dried over MgS... The reactants are C([O-])([O-])=O.[K+].[K+] (potassium carbonate), BrC1=C(C=CC=C1)B(O)O (2-bromophenylboronic acid), BrC1=CC=CC2=CC=CC=C12 (1-bromonaphthalene), N#N (N2), C1(=CC=CC=C1)P(C1=CC=CC=C1)C1=CC=CC=C1 (triphenylphosphine). The reagents and catalysts are C(C)(=O)[O-].[Pd+2].C(C)(=O)[O-] (palladium(II) acetate). Solvent: COCCOC (1,2-dimethoxyethane), O (water), C(C)O (ethanol). Conditions: temperature 85 celsius. The product is BrC1=C(C=CC=C1)C1=CC=CC2=CC=CC=C12 (1-(2-Bromophenyl)naphthalene). Yield: 52.5%. RXN SMILES: C(=O)([O-])[O-].[K+].[K+].[Br:7][C:8]1[CH:13]=[CH:12][CH:11]=[CH:10][C:9]=1B(O)O.Br[C:18]1[C:27]2[C:22](=[CH:23][CH:24]=[CH:25][CH:26]=2)[CH:21]=[CH:20][CH:19]=1.N#N.C1(P(C2C=CC=CC=2)C2C=CC=CC=2)C=CC=CC=1>C([O-])(=O)C.[Pd+2].C([O-])(=O)C.C(O)C.COCCOC.O>[Br:7][C:8]1[CH:13]=[CH:12][CH:11]=[CH:10][C:9]=1[C:26]1[C:27]2[C:22](=[CH:21][CH:20]=[CH:19][CH:18]=2)[CH:23]=[CH:24][CH:25]=1 |f:0.1.2,7.8.9|. Reported procedure: To a 250-mL round bottom flask equipped with a magnetic stir bar was added water (25 mL) and 1,2-dimethoxyethane (25 mL). The solution was sparged with nitrogen for 20 minutes, then potassium carbonate (6.67 g, 48.3 mmol, 3 equiv), 2-bromophenylboronic acid (3.80 g, 18.9 mmol, 0.98 equiv) and 1-bromonaphthalene (2.70 mL, 19.3 mmol, 1 equiv) were added. The flask was then purged with N2 for 10 minutes before finally adding palladium(II) acetate (87 mg, 0.39 mmol, 0.02 equiv) and triphenylphosphin... Reactants: BrC1=CN=C2N1N=C(C=C2)Cl (3-bromo-6-chloroimidazo[1,2-b]pyridazine), C(C)[Mg]Br (ethylmagnesium bromide), CN1N=CC2=CC(=CC=C12)C=O (1-methyl-1H-indazole-5-carbaldehyde). Run in C1CCOC1 (THF). Conditions: temperature -10 celsius, time 1 hour. The product is ClC=1C=CC=2N(N1)C(=CN2)C(O)C=2C=C1C=NN(C1=CC2)C ((6-Chloroimidazo[1,2-b]pyridazin-3-yl)(1-methyl-1H-indazol-5-yl)methanol). Isolated yield 73.3%. As a reaction SMILES: Br[C:2]1[N:6]2[N:7]=[C:8]([Cl:11])[CH:9]=[CH:10][C:5]2=[N:4][CH:3]=1.C([Mg]Br)C.[CH3:16][N:17]1[C:25]2[C:20](=[CH:21][C:22]([CH:26]=[O:27])=[CH:23][CH:24]=2)[CH:19]=[N:18]1>C1COCC1>[Cl:11][C:8]1[CH:9]=[CH:10][C:5]2[N:6]([C:2]([CH:26]([C:22]3[CH:21]=[C:20]4[C:25](=[CH:24][CH:23]=3)[N:17]([CH3:16])[N:18]=[CH:19]4)[OH:27])=[CH:3][N:4]=2)[N:7]=1. Procedure details: To a solution of 3-bromo-6-chloroimidazo[1,2-b]pyridazine (232.0 mg, 1.00 mmol) in 5 mL THF, was added ethylmagnesium bromide (1.50 mL, 1.50 mmol) at −10° C. After stirring at −10° C. for 1 hour, 1-methyl-1H-indazole-5-carbaldehyde (240.0 mg, 1.50 mmol) was added. The mixture was allowed to warm to room temperature slowly and stirred for additional 2 hours. The reaction was quenched with Sat. NH4Cl solution and concentrated under reduced pressure. The residue was diluted with water, and extracte...